Dataset: the Open Reaction Database (ORD), a public repository of structured organic reaction records. Task: describe an organic reaction: reactants, conditions, products, and yield The reactants are N#Cc1ccc(CN)cc1, C1N2CN3CN1CN(C2)C3, CC(=O)O, O, O, O=S(=O)(O)O. The product is N#Cc1ccc(C=O)cc1. RXN SMILES: [C:2](#[N:3])[c:4]1[cH:5][cH:6][c:7]([CH2:8][NH2:9])[cH:10][cH:11]1.[CH2:12]1[N:13]2[CH2:14][N:15]3[CH2:16][N:17]([CH2:18]2)[CH2:19][N:20]1[CH2:21]3.[CH3:22][C:23]([OH:24])=[O:25].[OH2:1].[OH2:31].[S:26](=[O:27])(=[O:28])([OH:29])[OH:30]>>[C:2](#[N:3])[c:4]1[cH:5][cH:6][c:7]([CH:8]=[O:24])[cH:10][cH:11]1.